Dataset: the Open Reaction Database (ORD), a public repository of structured organic reaction records. Task: describe an organic reaction: reactants, conditions, products, and yield Reactants: CC(C)(C)[Si](C)(C)OCc1cc2ncn(-c3cc(OCc4ccccc4C(F)(F)F)c(C(N)=O)s3)c2cn1, CCCC[N+](CCCC)(CCCC)CCCC, [F-], C1CCOC1. Product: NC(=O)c1sc(-n2cnc3cc(CO)ncc32)cc1OCc1ccccc1C(F)(F)F. Reaction SMILES: [C:1]([Si:2]([CH3:3])([CH3:4])[O:6][CH2:7][c:8]1[cH:9][c:10]2[c:11]([cH:12][n:13]1)[n:14](-[c:17]1[cH:18][c:19]([O:25][CH2:26][c:27]3[c:28]([C:33]([F:34])([F:35])[F:36])[cH:29][cH:30][cH:31][cH:32]3)[c:20]([C:22](=[O:23])[NH2:24])[s:21]1)[cH:15][n:16]2)([CH3:5])([CH3:37])[CH3:38].[CH2:40]([N+:41]([CH2:42][CH2:43][CH2:44][CH3:45])([CH2:46][CH2:47][CH2:48][CH3:49])[CH2:50][CH2:51][CH2:52][CH3:53])[CH2:54][CH2:55][CH3:56].[F-:39].[O:57]1[CH2:58][CH2:59][CH2:60][CH2:61]1>>[OH:6][CH2:7][c:8]1[cH:9][c:10]2[c:11]([cH:12][n:13]1)[n:14](-[c:17]1[cH:18][c:19]([O:25][CH2:26][c:27]3[c:28]([C:33]([F:34])([F:35])[F:36])[cH:29][cH:30][cH:31][cH:32]3)[c:20]([C:22](=[O:23])[NH2:24])[s:21]1)[cH:15][n:16]2. The reactants are FC1=C(C=CC(=C1)C1=CC=C2C=CC=NC2=C1)N1C(=NNC1=O)C[C@H]1CN(CC1)C(=O)OC(C)(C)C (1,1-dimethylethyl (3S)-3-({4-[2-fluoro-4-(7-quinolinyl)phenyl]-5-oxo-4,5-dihydro-1H-1,2,4-triazol-3-yl}-methyl)-1-pyrrolidinecarboxylate), [NH4+].[Cl-] (NH4Cl), CNN(C(=O)Cl)NC (N,N-dimethylaminocarbamoyl chloride), Cl (HCl), C(C)(C)N(C(C)C)CC (N,N-diisopropylethylamine). The solvent is ClCCl (dichloromethane), ClCCl (dichloromethane), ClCCl (dichloromethane), O1CCOCC1 (dioxane). Reaction conditions: time 2 hour. Yields the product FC1=C(C=CC(=C1)C1=CC=C2C=CC=NC2=C1)N1C(=NNC1=O)C[C@H]1CN(CC1)C(=O)N(C)C ((3S)-3-({4-[2-fluoro-4-(7-quinolinyl)phenyl]-5-oxo-4,5-dihydro-1H-1,2,4-triazol-3-yl}methyl)-N,N-dimethyl-1-pyrrolidinecarboxamide). Reaction SMILES: [F:1][C:2]1[CH:7]=[C:6]([C:8]2[CH:17]=[C:16]3[C:11]([CH:12]=[CH:13][CH:14]=[N:15]3)=[CH:10][CH:9]=2)[CH:5]=[CH:4][C:3]=1[N:18]1[C:22](=[O:23])[NH:21][N:20]=[C:19]1[CH2:24][C@@H:25]1[CH2:29][CH2:28][N:27]([C:30]([O:32]C(C)(C)C)=O)[CH2:26]1.Cl.[CH:38]([N:41](CC)[CH:42](C)C)(C)C.CNN(NC)C(Cl)=O.[NH4+].[Cl-]>O1CCOCC1.ClCCl>[F:1][C:2]1[CH:7]=[C:6]([C:8]2[CH:17]=[C:16]3[C:11]([CH:12]=[CH:13][CH:14]=[N:15]3)=[CH:10][CH:9]=2)[CH:5]=[CH:4][C:3]=1[N:18]1[C:22](=[O:23])[NH:21][N:20]=[C:19]1[CH2:24][C@@H:25]1[CH2:29][CH2:28][N:27]([C:30]([N:41]([CH3:42])[CH3:38])=[O:32])[CH2:26]1 |f:4.5|. Reported procedure: Into a 8 mL screwcap vial was placed 1,1-dimethylethyl (3S)-3-({4-[2-fluoro-4-(7-quinolinyl)phenyl]-5-oxo-4,5-dihydro-1H-1,2,4-triazol-3-yl}-methyl)-1-pyrrolidinecarboxylate (0.161 mmol). Added to the vial was 4N HCl in dioxane (1 mL). The reaction mixture was capped and stirred at room temperature for 2 h. The solution was concentrated in vacuo. Added to the vial were dichloromethane (1 mL) and N,N-diisopropylethylamine (0.573 mmol). In a separate vial, N,N-dimethylaminocarbamoyl chloride (0.16... The reactants are CC(C)(C)OC(=O)N1CCCC(CNc2cc(Nc3cnc(C#N)cn3)ncc2-n2ccc(C=O)c2)C1, CC(=O)O[BH-](OC(C)=O)OC(C)=O, CC(=O)O, C1COCCN1, [Na+]. Yields the product CC(C)(C)OC(=O)N1CCCC(CNc2cc(Nc3cnc(C#N)cn3)ncc2-n2ccc(CN3CCOCC3)c2)C1. RXN SMILES: [C:1](#[N:2])[c:3]1[n:4][cH:5][c:6]([NH:9][c:10]2[n:11][cH:12][c:13](-[n:31]3[cH:32][c:33]([CH:36]=[O:37])[cH:34][cH:35]3)[c:14]([NH:16][CH2:17][CH:18]3[CH2:19][N:20]([C:24](=[O:25])[O:26][C:27]([CH3:28])([CH3:29])[CH3:30])[CH2:21][CH2:22][CH2:23]3)[cH:15]2)[n:7][cH:8]1.[C:44]([O:45][BH-:46]([O:47][C:48](=[O:49])[CH3:50])[O:51][C:52](=[O:53])[CH3:54])(=[O:55])[CH3:56].[C:58]([OH:59])(=[O:60])[CH3:61].[CH2:38]1[CH2:39][O:40][CH2:41][CH2:42][NH:43]1.[Na+:57]>>[C:1](#[N:2])[c:3]1[n:4][cH:5][c:6]([NH:9][c:10]2[n:11][cH:12][c:13](-[n:31]3[cH:32][c:33]([CH2:36][N:43]4[CH2:38][CH2:39][O:40][CH2:41][CH2:42]4)[cH:34][cH:35]3)[c:14]([NH:16][CH2:17][CH:18]3[CH2:19][N:20]([C:24](=[O:25])[O:26][C:27]([CH3:28])([CH3:29])[CH3:30])[CH2:21][CH2:22][CH2:23]3)[cH:15]2)[n:7][cH:8]1. The reactants are ClC1=C(C(=CC=C1)I)C (2-chloro-6-iodotoluene), C1(=CC=CC=C1)P(C1=CC=CC=C1)C1=CC=CC=C1 (triphenylphosphine), C(C#C)O (propargyl alcohol), C(C)(C)N(CC)C(C)C (diisopropylethylamine). Reagents/catalysts: [Cu]I (copper(I) iodide), C1=CC=C(C=C1)/C=C/C(=O)/C=C/C2=CC=CC=C2.C1=CC=C(C=C1)/C=C/C(=O)/C=C/C2=CC=CC=C2.C1=CC=C(C=C1)/C=C/C(=O)/C=C/C2=CC=CC=C2.C(Cl)(Cl)Cl.[Pd].[Pd] (tris(dibenzylideneacetone)dipalladium(0) chloroform adduct). The solvent is [Cl-].[Na+].O (brine), O1CCCC1 (tetrahydrofuran). Conditions: time 25 hour. Yields the product ClC=1C(=C(C=CC1)C#CCO)C (3-(3-chloro-2-methylphenyl)-2-propyne-1-ol). RXN SMILES: [Cl:1][C:2]1[CH:7]=[CH:6][CH:5]=[C:4](I)[C:3]=1[CH3:9].C1(P(C2C=CC=CC=2)C2C=CC=CC=2)C=CC=CC=1.[CH2:29]([OH:32])[C:30]#[CH:31].C(N(C(C)C)CC)(C)C>[Cl-].[Na+].O.[Cu]I.C1C=CC(/C=C/C(/C=C/C2C=CC=CC=2)=O)=CC=1.C1C=CC(/C=C/C(/C=C/C2C=CC=CC=2)=O)=CC=1.C1C=CC(/C=C/C(/C=C/C2C=CC=CC=2)=O)=CC=1.C(Cl)(Cl)Cl.[Pd].[Pd].O1CCCC1>[Cl:1][C:2]1[C:3]([CH3:9])=[C:4]([C:31]#[C:30][CH2:29][OH:32])[CH:5]=[CH:6][CH:7]=1 |f:4.5.6,8.9.10.11.12.13|. Reported procedure: A mixture of 2-chloro-6-iodotoluene (5.00 g), copper(I) iodide (75.4 mg), triphenylphosphine (260 mg), tris(dibenzylideneacetone)dipalladium(0) chloroform adduct (410 mg), propargyl alcohol (1.29 ml), diisopropylethylamine (13.8 ml) and tetrahydrofuran (100 ml) was stirred at room temperature for 25 hr. The reaction mixture was added to brine, and the mixture was extracted with ethyl acetate, washed with saturated brine, and dried over anhydrous magnesium sulfate. The solvent was evaporated unde... The reactants are CCC1C=C(C)CC(C)CC(OC)C2OC(O)(C(=O)C(=O)N3CCCCC3C(=O)OC(C(C)=CC3CCC(N=[N+]=[N-])C(OC(C)C)C3)C(C)C(O)CC1=O)C(C)CC2OC, Cc1ccccc1, c1ccc(P(c2ccccc2)c2ccccc2)cc1. Yields the product CCC1C=C(C)CC(C)CC(OC)C2OC(O)(C(=O)C(=O)N3CCCCC3C(=O)OC(C(C)=CC3CCC(N)C(OC(C)C)C3)C(C)C(O)CC1=O)C(C)CC2OC. RXN SMILES: [CH2:1]([CH3:2])[CH:3]1[C:4](=[O:60])[CH2:5][CH:6]([OH:59])[CH:7]([CH3:58])[CH:8]([C:42](=[CH:43][CH:44]2[CH2:45][CH:46]([O:53][CH:54]([CH3:55])[CH3:56])[CH:47]([N:50]=[N+:51]=[N-:52])[CH2:48][CH2:49]2)[CH3:57])[O:9][C:10](=[O:41])[CH:11]2[CH2:12][CH2:13][CH2:14][CH2:15][N:16]2[C:17](=[O:40])[C:18](=[O:39])[C:19]2([OH:38])[CH:20]([CH3:37])[CH2:21][CH:22]([O:35][CH3:36])[CH:23]([CH:24]([O:32][CH3:33])[CH2:25][CH:26]([CH3:31])[CH2:27][C:28]([CH3:30])=[CH:29]1)[O:34]2.[CH3:80][c:81]1[cH:82][cH:83][cH:84][cH:85][cH:86]1.[c:61]1([P:62]([c:63]2[cH:64][cH:65][cH:66][cH:67][cH:68]2)[c:69]2[cH:70][cH:71][cH:72][cH:73][cH:74]2)[cH:75][cH:76][cH:77][cH:78][cH:79]1>>[CH2:1]([CH3:2])[CH:3]1[C:4](=[O:60])[CH2:5][CH:6]([OH:59])[CH:7]([CH3:58])[CH:8]([C:42](=[CH:43][CH:44]2[CH2:45][CH:46]([O:53][CH:54]([CH3:55])[CH3:56])[CH:47]([NH2:50])[CH2:48][CH2:49]2)[CH3:57])[O:9][C:10](=[O:41])[CH:11]2[CH2:12][CH2:13][CH2:14][CH2:15][N:16]2[C:17](=[O:40])[C:18](=[O:39])[C:19]2([OH:38])[CH:20]([CH3:37])[CH2:21][CH:22]([O:35][CH3:36])[CH:23]([CH:24]([O:32][CH3:33])[CH2:25][CH:26]([CH3:31])[CH2:27][C:28]([CH3:30])=[CH:29]1)[O:34]2. The reactants are CC(=O)CC(=O)OC(C)(C)C, O=CC=CC(=C(c1ccc(F)cc1)c1ccc(F)cc1)C1CC1, C1CCOC1. The product is CC(C)(C)OC(=O)CC(=O)CC(O)C=CC(=C(c1ccc(F)cc1)c1ccc(F)cc1)C1CC1. RXN SMILES: [C:1]([CH2:2][C:3](=[O:4])[CH3:5])(=[O:6])[O:7][C:8]([CH3:9])([CH3:10])[CH3:11].[CH:12]1([C:15]([CH:16]=[CH:17][CH:18]=[O:19])=[C:20]([c:21]2[cH:22][cH:23][c:24]([F:27])[cH:25][cH:26]2)[c:28]2[cH:29][cH:30][c:31]([F:34])[cH:32][cH:33]2)[CH2:13][CH2:14]1.[O:35]1[CH2:36][CH2:37][CH2:38][CH2:39]1>>[C:1]([CH2:2][C:3](=[O:4])[CH2:5][CH:18]([CH:17]=[CH:16][C:15]([CH:12]1[CH2:13][CH2:14]1)=[C:20]([c:21]1[cH:22][cH:23][c:24]([F:27])[cH:25][cH:26]1)[c:28]1[cH:29][cH:30][c:31]([F:34])[cH:32][cH:33]1)[OH:19])(=[O:6])[O:7][C:8]([CH3:9])([CH3:10])[CH3:11]. Reactants: CC(=O)O, CCOC(C)=O, COc1cc([N+](=O)[O-])ccc1C#N. Yields the product COc1cc(N)ccc1C#N. Reaction SMILES: [C:14]([OH:15])(=[O:16])[CH3:17].[CH3:18][CH2:19][O:20][C:21]([CH3:22])=[O:23].[CH3:1][O:2][c:3]1[c:4]([C:5]#[N:6])[cH:7][cH:8][c:9]([N+:11]([O-:12])=[O:13])[cH:10]1>>[CH3:1][O:2][c:3]1[c:4]([C:5]#[N:6])[cH:7][cH:8][c:9]([NH2:11])[cH:10]1. Reactants: resultant solution, OO (hydrogen peroxide), C=C1C(C1COC(C1=CC=CC=C1)=O)COC(C1=CC=CC=C1)=O (3-Methylene-1,2-bis(benzoyloxymethyl)cyclopropane), [OH-].[Na+] (Sodium hydroxide). Run in O1CCCC1 (THF), O1CCCC1 (tetrahydrofuran), C(C)(=O)OCC (ethyl acetate). Reaction conditions: temperature 5 celsius, time 20 minute. Yields the product OCC1C(C1COC(C1=CC=CC=C1)=O)COC(C1=CC=CC=C1)=O (3-Hydroxymethyl-1,2-bis((benzoyl)oxymethyl)cyclopropane). Yield: 46.3%. Reaction SMILES: [CH2:1]=[C:2]1[CH:4]([CH2:5][O:6][C:7](=[O:14])[C:8]2[CH:13]=[CH:12][CH:11]=[CH:10][CH:9]=2)[CH:3]1[CH2:15][O:16][C:17](=[O:24])[C:18]1[CH:23]=[CH:22][CH:21]=[CH:20][CH:19]=1.[OH-:25].[Na+].OO>O1CCCC1.C(OCC)(=O)C>[OH:25][CH2:1][CH:2]1[CH:3]([CH2:15][O:16][C:17](=[O:24])[C:18]2[CH:23]=[CH:22][CH:21]=[CH:20][CH:19]=2)[CH:4]1[CH2:5][O:6][C:7](=[O:14])[C:8]1[CH:13]=[CH:12][CH:11]=[CH:10][CH:9]=1 |f:1.2|. Procedure: A solution of 8.36 g (26 mmol) of 3-Methylene-1,2-bis(benzoyloxymethyl)cyclopropane (from Step C) in tetrahydrofuran (THF) was cooled in an ice-water bath. To this solution was added 26 mL (26 mmol) of a 1 M THF solution of borane-THF complex, and the resultant solution was stirred at 5° C. for 2 h. 3N Sodium hydroxide solution (8.67 mL, 26 mmol) was then added slowly to the reaction mixture at 5° C., followed by 7.8 mL (78 mmol) of 30% aqueous hydrogen peroxide solution. The reaction mixture wa... The reactants are N1(C=NC=C1)CCCCCOC1=CC=C(OCCCCC(C(=O)OCC)(C)C)C=C1 (ethyl 6-[p-[5-(1-imidazolyl)pentyloxy]phenoxy]-2,2-dimethylhexanoate), [OH-].[Na+] (sodium hydroxide). Run in CO (methanol), O (water). Yields the product N1(C=NC=C1)CCCCCOC1=CC=C(OCCCCC(C(=O)O)(C)C)C=C1 (6-[p-[5-(1-imidazolyl)pentyloxy]phenoxy]-2,2-dimethylhexanoic acid). Isolated yield 82.2%. As a reaction SMILES: [N:1]1([CH2:6][CH2:7][CH2:8][CH2:9][CH2:10][O:11][C:12]2[CH:30]=[CH:29][C:15]([O:16][CH2:17][CH2:18][CH2:19][CH2:20][C:21]([CH3:28])([CH3:27])[C:22]([O:24]CC)=[O:23])=[CH:14][CH:13]=2)[CH:5]=[CH:4][N:3]=[CH:2]1.[OH-].[Na+]>CO.O>[N:1]1([CH2:6][CH2:7][CH2:8][CH2:9][CH2:10][O:11][C:12]2[CH:30]=[CH:29][C:15]([O:16][CH2:17][CH2:18][CH2:19][CH2:20][C:21]([CH3:27])([CH3:28])[C:22]([OH:24])=[O:23])=[CH:14][CH:13]=2)[CH:5]=[CH:4][N:3]=[CH:2]1 |f:1.2|. Reported procedure: To a solution of 3 g ethyl 6-[p-[5-(1-imidazolyl)pentyloxy]phenoxy]-2,2-dimethylhexanoate in 15 ml methanol, was added a solution of 580 mg sodium hydroxide in 6 ml water, and the mixture was heated under reflux for 5 hours. Methanol was distilled off under reduced pressure, and dilute hydrochloric acid was added to the remaining aqueous solution to lower its pH down to about 5. The solid which separated out was collected by filtration, washed with water, and recrystallized from methanol, afford...